This data is from the Open Reaction Database (ORD), a public repository of structured organic reaction records. The task is: describe an organic reaction: reactants, conditions, products, and yield Reactants: CCBr, CC1CCCC(C)(C)C1=O, CCOCC, [Cl-], [Mg], [NH4+], C#CC(C)(O)C=CC=C(C)C=C, c1ccccc1. Yields the product C=CC(C)=CC=CC(C)(O)C#CC1(O)C(C)CCCC1(C)C. As a reaction SMILES: [CH2:1]([Br:2])[CH3:3].[CH3:17][C:18]1([CH3:26])[C:19](=[O:25])[CH:20]([CH3:24])[CH2:21][CH2:22][CH2:23]1.[CH3:29][CH2:30][O:31][CH2:32][CH3:33].[Cl-:27].[Mg:4].[NH4+:28].[OH:5][C:6]([C:7]#[CH:8])([CH:9]=[CH:10][CH:11]=[C:12]([CH:13]=[CH2:14])[CH3:15])[CH3:16].[cH:34]1[cH:35][cH:36][cH:37][cH:38][cH:39]1>>[OH:5][C:6]([C:7]#[C:8][C:19]1([OH:25])[C:18]([CH3:17])([CH3:26])[CH2:23][CH2:22][CH2:21][CH:20]1[CH3:24])([CH:9]=[CH:10][CH:11]=[C:12]([CH:13]=[CH2:14])[CH3:15])[CH3:16].